Dataset: the Open Reaction Database (ORD), a public repository of structured organic reaction records. Task: describe an organic reaction: reactants, conditions, products, and yield Reactants: [Al+3], CS(=O)(=O)OC1CC(C(=O)O)N(C(=O)c2ccccc2)C1, [Cl-], [Cl-], [Cl-], Clc1ccccc1Cl, C[Si](C)(C)c1ccccc1. Product: O=C(O)C1CC(c2ccccc2)CN1C(=O)c1ccccc1. Reaction SMILES: [Al+3:35].[C:1]([c:2]1[cH:3][cH:4][cH:5][cH:6][cH:7]1)(=[O:8])[N:9]1[CH:10]([C:11](=[O:12])[OH:13])[CH2:14][CH:15]([O:17][S:18]([CH3:19])(=[O:20])=[O:21])[CH2:16]1.[Cl-:32].[Cl-:33].[Cl-:34].[Cl:36][c:37]1[c:38]([Cl:39])[cH:40][cH:41][cH:42][cH:43]1.[c:22]1([Si:28]([CH3:29])([CH3:30])[CH3:31])[cH:23][cH:24][cH:25][cH:26][cH:27]1>>[C:1]([c:2]1[cH:3][cH:4][cH:5][cH:6][cH:7]1)(=[O:8])[N:9]1[CH:10]([C:11](=[O:12])[OH:13])[CH2:14][CH:15]([c:22]2[cH:23][cH:24][cH:25][cH:26][cH:27]2)[CH2:16]1. The solvent is C(C)(C)O (isopropanol), CC(=O)C (acetone). RXN SMILES: [CH:1]1([O:6][C:7]2[C:8]([O:18][CH2:19][CH2:20][CH2:21]OS(C)(=O)=O)=[CH:9][C:10]3[O:15][C:14](=[O:16])[CH:13]=[CH:12][C:11]=3[CH:17]=2)[CH2:5][CH2:4][CH2:3][CH2:2]1.[C:27]1([CH:33]2[CH2:38][CH2:37][NH:36][CH2:35][CH2:34]2)[CH:32]=[CH:31][CH:30]=[CH:29][CH:28]=1.CC(OC)(C)C.C([O-])(=O)/C=C/C([O-])=O>CC(C)=O.C(O)(C)C>[CH:1]1([O:6][C:7]2[C:8]([O:18][CH2:19][CH2:20][CH2:21][N:36]3[CH2:35][CH2:34][CH:33]([C:27]4[CH:32]=[CH:31][CH:30]=[CH:29][CH:28]=4)[CH2:38][CH2:37]3)=[CH:9][C:10]3[O:15][C:14](=[O:16])[CH:13]=[CH:12][C:11]=3[CH:17]=2)[CH2:2][CH2:3][CH2:4][CH2:5]1. Reported procedure: Method B (30 h at 45° C.); starting materials: 6-(cyclo-pentyloxy)-7-[3-(methanesulfonyloxy)propoxy]-2H-1-benzopyran-2-one (example 72) and 4-phenylpiperidine; yield 48%; fusion point 96°-97° C. (from TBME and isopropanol). Fumarate: method E; yield 83%; fusion point 171°-173° C. (from acetone). The reactants are C1(CCCC1)OC=1C(=CC2=C(C=CC(O2)=O)C1)OCCCOS(=O)(=O)C (6-(cyclo-pentyloxy)-7-[3-(methanesulfonyloxy)propoxy]-2H-1-benzopyran-2-one), CC(C)(C)OC (TBME), C(\C=C\C(=O)[O-])(=O)[O-] (Fumarate), C1(=CC=CC=C1)C1CCNCC1 (4-phenylpiperidine). Product: C1(CCCC1)OC=1C(=CC2=C(C=CC(O2)=O)C1)OCCCN1CCC(CC1)C1=CC=CC=C1 (6-(cyclopentyloxy)-7-[3-(4-phenyl-1-piperidinyl)propoxy]-2H-1-benzopyran-2-one). Yield: 48.0%.